The task is: describe an organic reaction: reactants, conditions, products, and yield. This data is from the Open Reaction Database (ORD), a public repository of structured organic reaction records. The reactants are CCc1cc(-c2cncc(C(=O)O)c2)c(C)[nH]c1=O, NCc1ccc(S(N)(=O)=O)cc1. The product is CCc1cc(-c2cncc(C(=O)NCc3ccc(S(N)(=O)=O)cc3)c2)c(C)[nH]c1=O. As a reaction SMILES: [CH2:1]([CH3:2])[c:3]1[cH:4][c:5](-[c:11]2[cH:12][n:13][cH:14][c:15]([C:17](=[O:18])[OH:19])[cH:16]2)[c:6]([CH3:10])[nH:7][c:8]1=[O:9].[S:20]([NH2:21])(=[O:22])(=[O:23])[c:24]1[cH:25][cH:26][c:27]([CH2:28][NH2:29])[cH:30][cH:31]1>>[CH2:1]([CH3:2])[c:3]1[cH:4][c:5](-[c:11]2[cH:12][n:13][cH:14][c:15]([C:17](=[O:19])[NH:29][CH2:28][c:27]3[cH:26][cH:25][c:24]([S:20]([NH2:21])(=[O:22])=[O:23])[cH:31][cH:30]3)[cH:16]2)[c:6]([CH3:10])[nH:7][c:8]1=[O:9]. The reactants are ClC1=NC=NC2=CC(=C(C=C12)OC)OC (4-Chloro-6,7-dimethoxyquinazoline), [N+](=O)([O-])C1=CC(=C(C=C1)O)C (4-nitro-2-methylphenol), ClC1=CC=CC=C1 (monochlorobenzene). Yields the product CC1=C(OC2=CC=NC3=CC(=C(C=C23)OC)OC)C=CC(=C1)[N+](=O)[O-] (4-(2-methyl-4-nitrophenoxy)-6,7-dimethoxyquinoline). RXN SMILES: Cl[C:2]1[C:11]2[C:6](=[CH:7][C:8]([O:14][CH3:15])=[C:9]([O:12][CH3:13])[CH:10]=2)[N:5]=[CH:4]N=1.[N+:16]([C:19]1[CH:24]=[CH:23][C:22]([OH:25])=[C:21]([CH3:26])[CH:20]=1)([O-:18])=[O:17].Cl[C:28]1C=CC=CC=1>>[CH3:26][C:21]1[CH:20]=[C:19]([N+:16]([O-:18])=[O:17])[CH:24]=[CH:23][C:22]=1[O:25][C:2]1[C:11]2[C:6](=[CH:7][C:8]([O:14][CH3:15])=[C:9]([O:12][CH3:13])[CH:10]=2)[N:5]=[CH:4][CH:28]=1. Procedure details: 4-Chloro-6,7-dimethoxyquinazoline (5.00 g) and 4-nitro-2-methylphenol (6.85 g) were suspended in monochlorobenzene (25 ml) to prepare a suspension which was then heated under reflux overnight. The solvent was removed by distillation under the reduced pressure. The residue was washed with ethyl acetate, was filtered, and was dried. Next, the resultant crystal was suspended in an aqueous sodium hydroxide solution to prepare a suspension. The suspension was then filtered, followed by drying to give... Reactants: solution, C(C(=O)Cl)(=O)Cl (oxalyl chloride), N1=C(C=CC=C1C)C (2,6-lutidine), ClC=1C=C(C=CC1S(=O)(=O)C)[C@H](C(=O)NC1=NN(C=C1)C)CC1CCCC1 (3-[2(R)-(3-chloro-4-methanesulfonyl-phenyl)-3-cyclopentyl-propionylamino]-1-methyl-pyrazole), C(C)N1N=C(C=C1)N (1-Ethyl-1H-pyrazol-3-ylamine). Run in C(Cl)Cl (methylene chloride), C(Cl)Cl (methylene chloride), C(Cl)Cl (methylene chloride), C(Cl)Cl (methylene chloride). Reaction conditions: temperature 25 celsius, time 1 hour. The product is ClC=1C=C(C=CC1S(=O)(=O)C)[C@H](C(=O)NC1=NN(C=C1)CC)CC1CCCC1 (2-(R)-(3-chloro-4-methanesulfonyl-phenyl)-3-cyclopentyl-N-(1-ethyl-1H-pyrazol-3-yl)-propionamide). Isolated yield 62.0%. As a reaction SMILES: [Cl:1][C:2]1[CH:3]=[C:4]([C@@H:12]([CH2:22][CH:23]2[CH2:27][CH2:26][CH2:25][CH2:24]2)[C:13]([NH:15][C:16]2[CH:20]=[CH:19][N:18]([CH3:21])[N:17]=2)=[O:14])[CH:5]=[CH:6][C:7]=1[S:8]([CH3:11])(=[O:10])=[O:9].[C:28](Cl)(=O)C(Cl)=O.N1C(C)=CC=CC=1C.C(N1C=CC(N)=N1)C>C(Cl)Cl>[Cl:1][C:2]1[CH:3]=[C:4]([C@@H:12]([CH2:22][CH:23]2[CH2:24][CH2:25][CH2:26][CH2:27]2)[C:13]([NH:15][C:16]2[CH:20]=[CH:19][N:18]([CH2:21][CH3:28])[N:17]=2)=[O:14])[CH:5]=[CH:6][C:7]=1[S:8]([CH3:11])(=[O:10])=[O:9]. Procedure: 2(R)-(3-Chloro-4-methanesulfonyl-phenyl)-3-cyclopentyl-propionic acid (prepared as in PCT WO 2004/052869 A1, Example 1, 175 mg, 0.53 mmol) was dissolved in methylene chloride and a 2.0 M solution of oxalyl chloride in methylene chloride (193 mg, 0.58 mmol) was added. The reaction stirred at 25° C. for 1 h. The reaction was chilled to 0° C. under nitrogen and 2,6-lutidine (142 μL, 1.22 mmol) was added dropwise. The reaction became golden brown, the ice bath was removed and the reaction continued ... Starting materials: BrC=1C=C(C=NC1Cl)OC[C@@H]1N(CCC1)C(=O)OC(C)(C)C (5-bromo-6-chloro-3-(1-BOC-2-(R)-pyrrolidinylmethoxy)pyridine), ClC1=CC=C(C=C1)B(O)O (4-chlorophenylboronic acid), Pd(0), C(=O)([O-])[O-].[Na+].[Na+] (Na2CO3), solution. Solvent: C1(=CC=CC=C1)C (toluene). The product is ClC1=CC=C(C=C1)C=1C=C(C=NC1Cl)OC[C@@H]1N(CCC1)C(=O)OC(C)(C)C (5-(4-chlorophenyl)-6-chloro-3-(1-BOC-2-(R)-pyrrolidinylmethoxy)pyridine). Isolated yield 67.9%. Reaction SMILES: Br[C:2]1[CH:3]=[C:4]([O:9][CH2:10][C@H:11]2[CH2:15][CH2:14][CH2:13][N:12]2[C:16]([O:18][C:19]([CH3:22])([CH3:21])[CH3:20])=[O:17])[CH:5]=[N:6][C:7]=1[Cl:8].[Cl:23][C:24]1[CH:29]=[CH:28][C:27](B(O)O)=[CH:26][CH:25]=1.C([O-])([O-])=O.[Na+].[Na+]>C1(C)C=CC=CC=1>[Cl:23][C:24]1[CH:29]=[CH:28][C:27]([C:2]2[CH:3]=[C:4]([O:9][CH2:10][C@H:11]3[CH2:15][CH2:14][CH2:13][N:12]3[C:16]([O:18][C:19]([CH3:22])([CH3:21])[CH3:20])=[O:17])[CH:5]=[N:6][C:7]=2[Cl:8])=[CH:26][CH:25]=1 |f:2.3.4|. Procedure: To a solution of 5-bromo-6-chloro-3-(1-BOC-2-(R)-pyrrolidinylmethoxy)pyridine from Example 69a (460 mg, 1.2 mmol) and 4-chlorophenylboronic acid (225 mg, 1.44 mmol) in toluene (10 mL) was added Pd(0) (40 mg) and Na2CO3 (1.2 mL of a 2 M solution), and the mixture was heated at reflux for 1.5 hours. The solvent was removed under vacuum, and the residue was purified by chromatography on a silica gel column, eluting with hexane:Et2O 100:10-100:30 to afford of the title compound (345 mg, 68% yield). ... The reactants are C1(=CC=CC=C1)SCC(=O)O ((phenylthio)acetic acid), C(C(=O)Cl)(=O)Cl (oxalyl chloride). The solvent is C1(=CC=CC=C1)C (toluene). Yields the product C1(=CC=CC=C1)SCC(=O)Cl ((phenylthio)acetyl chloride). As a reaction SMILES: [C:1]1([S:7][CH2:8][C:9]([OH:11])=O)[CH:6]=[CH:5][CH:4]=[CH:3][CH:2]=1.C(Cl)(=O)C([Cl:15])=O>C1(C)C=CC=CC=1>[C:1]1([S:7][CH2:8][C:9]([Cl:15])=[O:11])[CH:6]=[CH:5][CH:4]=[CH:3][CH:2]=1. Procedure details: To a solution of 5.0 g of (phenylthio)acetic acid in 20 ml of toluene under nitrogen was added 5.2 ml of oxalyl chloride in four portions. The solution was stirred at room temperature for about twenty hours and then concentrated in vacuo to the oily title compound, which was used in subsequent reactions without further purificaton or characterization.